Dataset: the Open Reaction Database (ORD), a public repository of structured organic reaction records. Task: describe an organic reaction: reactants, conditions, products, and yield Starting materials: Cl.NO (hydroxylamine hydrochloride), C(OC)(OC)OC (trimethyl orthoformate), p-aminobenzaldehyde ethylene glycol acetal, [N-]=C=O.C(C=C)OC([C@@H](N)CC1=CC=CC=C1)=O (phenylalanine allyl ester isocyanate), N1=CC=CC=C1 (pyridine), C1CCOC1 (THF), C1CCOC1 (THF). Run in CO (CH3OH). Reaction conditions: time 2 hour. The product is ON=CC1=CC=C(C=C1)NC(=O)NC(CC1=CC=CC=C1)C(=O)OCC=C (N-[4-(hydroxyiminomethyl)phenyl]-N'-[1-(allyloxycarbonyl)-2-phenylethyl]urea). As a reaction SMILES: [N-:1]=[C:2]=[O:3].[CH2:4]([O:7][C:8](=[O:18])[C@H:9]([CH2:11][C:12]1[CH:17]=[CH:16][CH:15]=[CH:14][CH:13]=1)[NH2:10])[CH:5]=[CH2:6].[N:19]1[CH:24]=[CH:23][CH:22]=[CH:21][CH:20]=1.Cl.N[OH:27].C(OC)(OC)OC.[CH2:35]1COC[CH2:36]1>CO>[OH:27][N:19]=[CH:24][C:23]1[CH:36]=[CH:35][C:20]([NH:1][C:2]([NH:10][CH:9]([C:8]([O:7][CH2:4][CH:5]=[CH2:6])=[O:18])[CH2:11][C:12]2[CH:13]=[CH:14][CH:15]=[CH:16][CH:17]=2)=[O:3])=[CH:21][CH:22]=1 |f:0.1,3.4|. Procedure: A solution of 0.1 mol of p-aminobenzaldehyde ethylene glycol acetal in 100 mL of anhydrous THF is added dropwise over 10 minutes to a solution of 0.1 mol of phenylalanine allyl ester isocyanate and 0.35 mol pyridine in 100 mL THF at room temperature under N2. The reaction mixture is stirred at room temperature for 2 hours. After 2 hours the solvent is removed by rotary evaporator. A solution of 0.11 mmol hydroxylamine hydrochloride and 0.1 mol trimethyl orthoformate in CH3OH is added, and the re... The product is OCCC1(c2ccc(Cl)c(Cl)c2)CNCCO1. Starting materials: CC(C)(C)[Si](C)(C)O[Si](C)(C)C(C)(C)C, O=C1COC(CCO)(c2ccc(Cl)c(Cl)c2)CN1, C1CCOC1. As a reaction SMILES: [C:1]([Si:2]([O:3][Si:4]([CH3:5])([CH3:6])[C:7]([CH3:8])([CH3:9])[CH3:10])([CH3:11])[CH3:12])([CH3:13])([CH3:14])[CH3:15].[Cl:16][c:17]1[cH:18][c:19]([C:24]2([CH2:31][CH2:32][OH:33])[O:25][CH2:26][C:27](=[O:30])[NH:28][CH2:29]2)[cH:20][cH:21][c:22]1[Cl:23].[O:34]1[CH2:35][CH2:36][CH2:37][CH2:38]1>>[Cl:16][c:17]1[cH:18][c:19]([C:24]2([CH2:31][CH2:32][OH:33])[O:25][CH2:26][CH2:27][NH:28][CH2:29]2)[cH:20][cH:21][c:22]1[Cl:23]. Reactants: Cl.C(C1=CC=CC=C1)OC1=C2CCCC(C2=CC=C1)C(=O)N(CC=1C=NNC1)C=1C=NC(=CC1)C(C)C (5-benzyloxy-N-(6-isopropylpyridin-3-yl)-N-[(pyrazol-4-yl)methyl]-1,2,3,4-tetrahydronaphthalene-1-carboxamide hydrochloride), ClC1=C(CCl)C=CC=C1 (2-chlorobenzyl chloride). Reaction SMILES: Cl.[CH2:2]([O:9][C:10]1[CH:19]=[CH:18][CH:17]=[C:16]2[C:11]=1[CH2:12][CH2:13][CH2:14][CH:15]2[C:20]([N:22]([C:29]1[CH:30]=[N:31][C:32]([CH:35]([CH3:37])[CH3:36])=[CH:33][CH:34]=1)[CH2:23][C:24]1[CH:25]=[N:26][NH:27][CH:28]=1)=[O:21])[C:3]1[CH:8]=[CH:7][CH:6]=[CH:5][CH:4]=1.[Cl:38][C:39]1[CH:46]=[CH:45][CH:44]=[CH:43][C:40]=1[CH2:41]Cl>>[CH2:2]([O:9][C:10]1[CH:19]=[CH:18][CH:17]=[C:16]2[C:11]=1[CH2:12][CH2:13][CH2:14][CH:15]2[C:20]([N:22]([CH2:23][C:24]1[CH:25]=[N:26][N:27]([CH2:41][C:40]2[CH:43]=[CH:44][CH:45]=[CH:46][C:39]=2[Cl:38])[CH:28]=1)[C:29]1[CH:30]=[N:31][C:32]([CH:35]([CH3:37])[CH3:36])=[CH:33][CH:34]=1)=[O:21])[C:3]1[CH:8]=[CH:7][CH:6]=[CH:5][CH:4]=1 |f:0.1|. Reported procedure: By the reaction and treatment in the same manner as in Example 271 using 5-benzyloxy-N-(6-isopropylpyridin-3-yl)-N-[(pyrazol-4-yl)methyl]-1,2,3,4-tetrahydronaphthalene-1-carboxamide hydrochloride (0.78 g) and 2-chlorobenzyl chloride (0.38 mL) as starting materials, 5-benzyloxy-N-({1-[(2-chlorophenyl)methyl]pyrazol-4-yl}methyl)-N-(6-isopropylpyridin-3-yl)-1,2,3,4-tetrahydronaphthalene-1-carboxamide (0.77 g) was obtained. Product: C(C1=CC=CC=C1)OC1=C2CCCC(C2=CC=C1)C(=O)N(C=1C=NC(=CC1)C(C)C)CC=1C=NN(C1)CC1=C(C=CC=C1)Cl (5-benzyloxy-N-({1-[(2-chlorophenyl)methyl]pyrazol-4-yl}methyl)-N-(6-isopropylpyridin-3-yl)-1,2,3,4-tetrahydronaphthalene-1-carboxamide). Reactants: CC(C)(C)OC(=O)N1CCCC(NCc2cc(C(C)(F)F)ccc2OC(F)(F)F)C1c1ccccc1, CCOC(C)=O, Cl, [Na+], [OH-]. Product: CC(F)(F)c1ccc(OC(F)(F)F)c(CNC2CCCNC2c2ccccc2)c1. As a reaction SMILES: [C:1]([O:2][C:3](=[O:4])[N:8]1[CH:9]([c:31]2[cH:32][cH:33][cH:34][cH:35][cH:36]2)[CH:10]([NH:14][CH2:15][c:16]2[c:17]([O:26][C:27]([F:28])([F:29])[F:30])[cH:18][cH:19][c:20]([C:22]([CH3:23])([F:24])[F:25])[cH:21]2)[CH2:11][CH2:12][CH2:13]1)([CH3:5])([CH3:6])[CH3:7].[CH3:40][CH2:41][O:42][C:43](=[O:44])[CH3:45].[ClH:37].[Na+:39].[OH-:38]>>[NH:8]1[CH:9]([c:31]2[cH:32][cH:33][cH:34][cH:35][cH:36]2)[CH:10]([NH:14][CH2:15][c:16]2[c:17]([O:26][C:27]([F:28])([F:29])[F:30])[cH:18][cH:19][c:20]([C:22]([CH3:23])([F:24])[F:25])[cH:21]2)[CH2:11][CH2:12][CH2:13]1. Starting materials: ClC1=C(C=CC(=C1)Cl)C=1N2C(OC1C)=C(C(=N2)C)[N+](=O)[O-] (3-(2,4-dichloro-phenyl)-2,6-dimethyl-7-nitro-pyrazolo[5,1-b]oxazole), [BH4-].[Na+] (sodium borohydride), [BH4-].[Na+] (sodium borohydride). The reagents and catalysts are O.O.O.O.O.O.[Ni](Cl)Cl (nickel (II) chloride hexahydrate), B#[Ni] (nickel boride). The solvent is CO (MeOH), CO (MeOH). Reaction conditions: time 1 hour. Yields the product ClC1=C(C=CC(=C1)Cl)C=1N2C(OC1C)=C(C(=N2)C)N (3-(2,4-Dichloro-phenyl)-2,6-dimethyl-pyrazolo[5,1-b]oxazol-7-ylamine). Reaction SMILES: [BH4-].[Na+].[Cl:3][C:4]1[CH:9]=[C:8]([Cl:10])[CH:7]=[CH:6][C:5]=1[C:11]1[N:12]2[N:19]=[C:18]([CH3:20])[C:17]([N+:21]([O-])=O)=[C:13]2[O:14][C:15]=1[CH3:16]>CO.B#[Ni].O.O.O.O.O.O.[Ni](Cl)Cl>[Cl:3][C:4]1[CH:9]=[C:8]([Cl:10])[CH:7]=[CH:6][C:5]=1[C:11]1[N:12]2[N:19]=[C:18]([CH3:20])[C:17]([NH2:21])=[C:13]2[O:14][C:15]=1[CH3:16] |f:0.1,5.6.7.8.9.10.11|. Procedure: To a stirred suspension of black nickel boride (prepared in situ from 0.50 g, 2.15 mmol nickel (II) chloride hexahydrate and (0.080 g, 2.15 mmol sodium borohydride) in MeOH (15 ml) at RT is added a solution of 3-(2,4-dichloro-phenyl)-2,6-dimethyl-7-nitro-pyrazolo[5,1-b]oxazole (1.40 g, 4.29 mmol) in MeOH (55 ml). Further sodium borohydride (0.74 g, 19.5 mmol) is added in portions and the reaction is stirred at RT for 1 hour. The reaction is quenched by the addition of water (200 ml) and reduced ...